This data is from the Open Reaction Database (ORD), a public repository of structured organic reaction records. The task is: describe an organic reaction: reactants, conditions, products, and yield Reactants: C(#N)C1=CC=C(C=C1)C=1N=C(N(C1)C1=CC=C(C=C1)CCNC(OC1=CC=CC=C1)=O)CC (phenyl 2-{4-[4-(4-cyanophenyl)-2-ethyl-1H-imidazol-1-yl]phenyl}ethylcarbamate), ClC1=C(C=CC=C1)S(=O)(=O)N (2-chlorobenzenesulfonamide). The product is ClC1=C(C=CC=C1)S(=O)(=O)NC(=O)NCCC1=CC=C(C=C1)N1C(=NC(=C1)C1=CC=C(C=C1)C#N)CC (2-chloro-N-{([2-{4-[4-(4-cyanophenyl)-2-ethyl-1H-imidazol-1-yl]phenyl}ethyl)amino]carbonyl}benzenesulfonamide). Procedure: The title compound was prepared according to the procedure described in step 2 of Example 18 from phenyl 2-{4-[4-(4-cyanophenyl)-2-ethyl-1H-imidazol-1-yl]phenyl}ethylcarbamate and 2-chlorobenzenesulfonamide. MS (ESI) m/z 534 [M+H]+, 532 [M−H]−, 1H-NMR (CDCl3)δ1.26 (3H, t, J=7.5 Hz), 2.70 (2H, q, J=7.7 Hz), 2.86 (2H, t, J=7.1 Hz), 3.47-3.55 (2H, m), 6.58 (1H, br), 7.23-7.31 (3H, m), 7.36 (1H, s), 7.41-7.47 (1H, m), 7.57-7.66 (4H, m), 7.89 (2H, d, J=8.6 Hz),8.01 (1H, d, J=8.4 Hz) As a reaction SMILES: [C:1]([C:3]1[CH:8]=[CH:7][C:6]([C:9]2[N:10]=[C:11]([CH2:32][CH3:33])[N:12]([C:14]3[CH:19]=[CH:18][C:17]([CH2:20][CH2:21][NH:22][C:23](=O)[O:24]C4C=CC=CC=4)=[CH:16][CH:15]=3)[CH:13]=2)=[CH:5][CH:4]=1)#[N:2].[Cl:34][C:35]1[CH:40]=[CH:39][CH:38]=[CH:37][C:36]=1[S:41]([NH2:44])(=[O:43])=[O:42]>>[Cl:34][C:35]1[CH:40]=[CH:39][CH:38]=[CH:37][C:36]=1[S:41]([NH:44][C:23]([NH:22][CH2:21][CH2:20][C:17]1[CH:16]=[CH:15][C:14]([N:12]2[CH:13]=[C:9]([C:6]3[CH:7]=[CH:8][C:3]([C:1]#[N:2])=[CH:4][CH:5]=3)[N:10]=[C:11]2[CH2:32][CH3:33])=[CH:19][CH:18]=1)=[O:24])(=[O:43])=[O:42]. The reactants are CC(=O)[O-], CC(=O)[O-], C=CCOc1ccc(C2CCN(C(=O)OC(C)(C)C)CC2OCc2cc(OC)c3ccccc3c2OC)cc1, CCO, Cl, C1CN2CCN1CC2, [Pd+2], c1ccc(P(c2ccccc2)c2ccccc2)cc1, c1ccc(P(c2ccccc2)c2ccccc2)cc1. The product is COc1cc(COC2CN(C(=O)OC(C)(C)C)CCC2c2ccc(O)cc2)c(OC)c2ccccc12. As a reaction SMILES: [C:52]([O-:53])(=[O:54])[CH3:55].[C:56]([O-:57])(=[O:58])[CH3:59].[CH2:1]([CH:2]=[CH2:3])[O:4][c:5]1[cH:6][cH:7][c:8]([CH:11]2[CH:12]([O:24][CH2:25][c:26]3[c:27]([O:38][CH3:39])[c:28]4[cH:29][cH:30][cH:31][cH:32][c:33]4[c:34]([O:36][CH3:37])[cH:35]3)[CH2:13][N:14]([C:17](=[O:18])[O:19][C:20]([CH3:21])([CH3:22])[CH3:23])[CH2:15][CH2:16]2)[cH:9][cH:10]1.[CH3:49][CH2:50][OH:51].[ClH:48].[N:40]12[CH2:41][CH2:42][N:43]([CH2:44][CH2:45]1)[CH2:46][CH2:47]2.[Pd+2:60].[c:61]1([P:62]([c:63]2[cH:64][cH:65][cH:66][cH:67][cH:68]2)[c:69]2[cH:70][cH:71][cH:72][cH:73][cH:74]2)[cH:75][cH:76][cH:77][cH:78][cH:79]1.[c:80]1([P:81]([c:82]2[cH:83][cH:84][cH:85][cH:86][cH:87]2)[c:88]2[cH:89][cH:90][cH:91][cH:92][cH:93]2)[cH:94][cH:95][cH:96][cH:97][cH:98]1>>[OH:4][c:5]1[cH:6][cH:7][c:8]([CH:11]2[CH:12]([O:24][CH2:25][c:26]3[c:27]([O:38][CH3:39])[c:28]4[cH:29][cH:30][cH:31][cH:32][c:33]4[c:34]([O:36][CH3:37])[cH:35]3)[CH2:13][N:14]([C:17](=[O:18])[O:19][C:20]([CH3:21])([CH3:22])[CH3:23])[CH2:15][CH2:16]2)[cH:9][cH:10]1. Starting materials: ClC1=CC=C(OC=2C=CC(=NC2)C#N)C=C1 (5-(4-chlorophenoxy)-2-cyanopyridine), O1CCCC1 (tetrahydrofuran), CCCCCC (n-hexane), C(CCC)[Li] (n-butyllithium), BrC=1C=C(C(=CC1)OC)OC (4-bromoveratrol), O1CCCC1 (tetrahydrofuran). Solvent: CO (methanol), O (water). Conditions: time 8 hour. Yields the product ClC1=CC=C(OC=2C=CC(=NC2)C(C2=CC(=C(C=C2)OC)OC)=O)C=C1 (5-(4-chloro-phenoxy)-2-(3,4-dimethoxybenzoyl)pyridine). RXN SMILES: Br[C:2]1[CH:3]=[C:4]([O:10][CH3:11])[C:5]([O:8][CH3:9])=[CH:6][CH:7]=1.CCCCCC.C([Li])CCC.[Cl:23][C:24]1[CH:38]=[CH:37][C:27]([O:28][C:29]2[CH:30]=[CH:31][C:32]([C:35]#N)=[N:33][CH:34]=2)=[CH:26][CH:25]=1.[O:39]1CCCC1>O.CO>[Cl:23][C:24]1[CH:38]=[CH:37][C:27]([O:28][C:29]2[CH:30]=[CH:31][C:32]([C:35](=[O:39])[C:2]3[CH:7]=[CH:6][C:5]([O:8][CH3:9])=[C:4]([O:10][CH3:11])[CH:3]=3)=[N:33][CH:34]=2)=[CH:26][CH:25]=1. Procedure details: In anhydrous tetrahydrofuran (6 ml) was dissolved 4-bromoveratrol (700 mg). To the solution was added dropwise a 15% n-hexane solution of n-butyllithium (2.2 ml), while stirring under cooling at temperatures ranging from -60° C. to -70° C. under an atmosphere of nitrogen gas. The mixture was stirred at the same temperature range for 20 minutes, and there was added dropwise at temperatures of -70° C. or below a solution of 5-(4-chlorophenoxy)-2-cyanopyridine (500 mg) in dry tetrahydrofuran (6 ml)... Starting materials: CC(=O)N1CCc2ccc(Br)cc21, CC1CNCC(C)N1Cc1ccccc1. The product is CC(=O)N1CCc2ccc(N3CC(C)N(Cc4ccccc4)C(C)C3)cc21. As a reaction SMILES: [C:16]([CH3:17])(=[O:18])[N:19]1[CH2:20][CH2:21][c:22]2[cH:23][cH:24][c:25]([Br:28])[cH:26][c:27]21.[CH2:1]([c:2]1[cH:3][cH:4][cH:5][cH:6][cH:7]1)[N:8]1[CH:9]([CH3:15])[CH2:10][NH:11][CH2:12][CH:13]1[CH3:14]>>[CH2:1]([c:2]1[cH:3][cH:4][cH:5][cH:6][cH:7]1)[N:8]1[CH:9]([CH3:15])[CH2:10][N:11]([c:25]2[cH:24][cH:23][c:22]3[c:27]([cH:26]2)[N:19]([C:16]([CH3:17])=[O:18])[CH2:20][CH2:21]3)[CH2:12][CH:13]1[CH3:14]. Reactants: C(C)(=O)SC(C(C(=O)OC)C)C (Methyl 3-acetylthio-2-methylbutanoate). The solvent is CO (methanol). Yields the product SC(C(C(=O)OC)C)C (Methyl 3-mercapto-2-methylbutanoate). The yield is 44.0%. As a reaction SMILES: C([S:4][CH:5]([CH3:12])[CH:6]([CH3:11])[C:7]([O:9][CH3:10])=[O:8])(=O)C>CO>[SH:4][CH:5]([CH3:12])[CH:6]([CH3:11])[C:7]([O:9][CH3:10])=[O:8]. Procedure details: Conditions are the same as for Example 2, but with the product of Example 3 as the starting component and methanol as solvent; 44% yield. Odor: at 0.1 ppm in DPG—onions, green vegetable, peach, tropical fruit, metallic. GC/MS (EI): m/z (%) 148(46), 115(25), 88(100), 61(64), 59(100). 1H NMR (CDCl3): δ 3.69 (s mix of isomers, 3H), 3.13-3.30 (m, 1H), 2.48-2.58 (m, 1H), 1.66 & 1.51 (2d, J=7.34 Hz, 1H mix of diastereomers), 1.31-1.34 (2d mix of isomers, J=6.87 Hz, 3H), 1.18-1.27 (2d mix of isomers, J...